Dataset: the Open Reaction Database (ORD), a public repository of structured organic reaction records. Task: describe an organic reaction: reactants, conditions, products, and yield Reactants: solution, C(C)(C)(C)[Li] (tert-butyllithium), CCCCC (pentane), CN(C)C=O (DMF), BrC=1C=C2C(=NC1)N(CC2)[Si](C)(C)C(C)(C)C (5-Bromo-1-(tert-butyl-dimethyl-silanyl)-2,3-dihydro-1H-pyrrolo[2,3-b]pyridine). Run in CCOCC (Et2O). Yields the product C(C)(C)(C)[Si](N1CCC=2C1=NC=C(C2)C=O)(C)C (1-(tert-Butyl-dimethyl-silanyl)-2,3-dihydro-1H-pyrrolo[2,3-b]pyridine-5-carbaldehyde). Isolated yield 103.1%. RXN SMILES: Br[C:2]1[CH:3]=[C:4]2[CH2:10][CH2:9][N:8]([Si:11]([C:14]([CH3:17])([CH3:16])[CH3:15])([CH3:13])[CH3:12])[C:5]2=[N:6][CH:7]=1.C([Li])(C)(C)C.CCCCC.CN([CH:31]=[O:32])C>CCOCC>[C:14]([Si:11]([CH3:13])([CH3:12])[N:8]1[C:5]2=[N:6][CH:7]=[C:2]([CH:31]=[O:32])[CH:3]=[C:4]2[CH2:10][CH2:9]1)([CH3:17])([CH3:16])[CH3:15]. Reported procedure: To a stirred and cooled (−78° C.) solution of the bromide 4 (5.00 g, 15.96 mmol) in Et2O (92 mL) was added dropwise 1.5 M solution of tert-butyllithium in pentane (22.3 mL, 33.5 mmol). After 45 min additional stirring at −78° C., DMF (5.6 mL, 72.3 mmol) was added dropwise, and the mixture was allowed to slowly warm to r.t. After 20 h the mixture was partitioned between saturated aqueous NaHCO3 solution and CH2Cl2. The organic layer was separated, dried (MgSO4), and concentrated to afford the cru...